describe an organic reaction: reactants, conditions, products, and yield From a dataset of the Open Reaction Database (ORD), a public repository of structured organic reaction records. Reactants: F[B-](F)(F)F, Cc1ccnc(NCCCC(=O)O)c1, CN1CCOCC1, Cl, COC(=O)CC(NC(=O)CN)c1ccccc1[N+](=O)[O-], CN(C)C=O, On1nnc2ccccc21, CN(C)C(On1nnc2ccccc21)=[N+](C)C. The product is COC(=O)CC(NC(=O)CNC(=O)CCCNc1cc(C)ccn1)c1ccccc1[N+](=O)[O-]. Reaction SMILES: [B-:36]([F:37])([F:38])([F:39])[F:40].[CH3:22][c:23]1[cH:24][c:25]([NH:29][CH2:30][CH2:31][CH2:32][C:33](=[O:34])[OH:35])[n:26][cH:27][cH:28]1.[CH3:68][N:69]1[CH2:70][CH2:71][O:72][CH2:73][CH2:74]1.[ClH:1].[NH2:2][CH2:3][C:4](=[O:5])[NH:6][CH:7]([CH2:8][C:9](=[O:10])[O:11][CH3:12])[c:13]1[c:14]([N+:19](=[O:20])[O-:21])[cH:15][cH:16][cH:17][cH:18]1.[O:75]=[CH:76][N:77]([CH3:78])[CH3:79].[OH:58][n:59]1[c:60]2[c:61]([cH:62][cH:63][cH:64][cH:65]2)[n:66][n:67]1.[n:41]1([O:42][C:43]([N:44]([CH3:45])[CH3:46])=[N+:47]([CH3:48])[CH3:49])[c:50]2[cH:51][cH:52][cH:53][cH:54][c:55]2[n:56][n:57]1>>[NH:2]([CH2:3][C:4](=[O:5])[NH:6][CH:7]([CH2:8][C:9](=[O:10])[O:11][CH3:12])[c:13]1[c:14]([N+:19](=[O:20])[O-:21])[cH:15][cH:16][cH:17][cH:18]1)[C:33]([CH2:32][CH2:31][CH2:30][NH:29][c:25]1[cH:24][c:23]([CH3:22])[cH:28][cH:27][n:26]1)=[O:34].